Dataset: the Open Reaction Database (ORD), a public repository of structured organic reaction records. Task: describe an organic reaction: reactants, conditions, products, and yield Reactants: Cc1ccc(F)c(C(=O)O)c1, Cc1cccc(-c2sc(C)nc2C(=O)N2CC3CC3C2CN)c1. Product: Cc1cccc(-c2sc(C)nc2C(=O)N2CC3CC3C2CNC(=O)c2cc(C)ccc2F)c1. As a reaction SMILES: [F:24][c:25]1[c:26]([C:27](=[O:28])[OH:29])[cH:30][c:31]([CH3:34])[cH:32][cH:33]1.[NH2:1][CH2:2][CH:3]1[CH:4]2[CH2:5][CH:6]2[CH2:7][N:8]1[C:9](=[O:10])[c:11]1[n:12][c:13]([CH3:23])[s:14][c:15]1-[c:16]1[cH:17][c:18]([CH3:22])[cH:19][cH:20][cH:21]1>>[NH:1]([CH2:2][CH:3]1[CH:4]2[CH2:5][CH:6]2[CH2:7][N:8]1[C:9](=[O:10])[c:11]1[n:12][c:13]([CH3:23])[s:14][c:15]1-[c:16]1[cH:17][c:18]([CH3:22])[cH:19][cH:20][cH:21]1)[C:27]([c:26]1[c:25]([F:24])[cH:33][cH:32][c:31]([CH3:34])[cH:30]1)=[O:28]. The reactants are Cl.Cl.CN(C1=C(C=CC(=C1)N)C=1NC=2C(=NC=CC2)N1)C (2-(2'-dimethylamino-4'-aminophenyl)-imidazo[4,5-b]pyridine dihydrochloride), CS(=O)(=O)Cl (methanesulfonyl chloride). The solvent is N1=CC=CC=C1 (pyridine). Reaction conditions: time 2 day. Yields the product CN(C1=C(C=CC(=C1)NS(=O)(=O)C)C=1NC=2C(=NC=CC2)N1)C (2-(2'-Dimethylamino-4'-methanesulfonylamino-phenyl)-imidazo[4,5-b]pyridine). As a reaction SMILES: Cl.Cl.[CH3:3][N:4]([CH3:21])[C:5]1[CH:10]=[C:9]([NH2:11])[CH:8]=[CH:7][C:6]=1[C:12]1[NH:13][C:14]2[C:15]([N:20]=1)=[N:16][CH:17]=[CH:18][CH:19]=2.[CH3:22][S:23](Cl)(=[O:25])=[O:24]>N1C=CC=CC=1>[CH3:3][N:4]([CH3:21])[C:5]1[CH:10]=[C:9]([NH:11][S:23]([CH3:22])(=[O:25])=[O:24])[CH:8]=[CH:7][C:6]=1[C:12]1[NH:13][C:14]2[C:15]([N:20]=1)=[N:16][CH:17]=[CH:18][CH:19]=2 |f:0.1.2|. Reported procedure: An amount of 0.49 gm 2-(2'-dimethylamino-4'-aminophenyl)-imidazo[4,5-b]pyridine dihydrochloride was dissolved in 10 ml of pyridine, 0.38 gm of methanesulfonyl chloride were added dropwise, and the mixture was stirred for two days at ambient temperature. The reaction mixture was poured onto water, and the solution obtained was extracted with ethyl acetate. The ethyl acetate phases were washed with common salt solution and concentrated by evaporation. The residue was triturated with 2N acetic acid... Reactants: C(C1=CC=CC=C1)(=O)NC=1C=C(C(=O)O)C=CN1 (2-benzamidoisonicotinic acid), C(C)(C)N(C(C)C)CC (N,N-diisopropylethylamine), ON1N=NC2=C1C=CC=C2 (1-hydroxybenzotriazole), Cl.C(C)N=C=NCCCN(C)C (1-ethyl-3-(3-dimethylaminopropyl)carbodiimide hydrochloride), C1(=C(C=CC=C1)N)N (1,2-phenylenediamine). Run in CN(C=O)C (N,N-dimethylformamide), C(C)(=O)OCC (ethyl acetate). Reaction conditions: time 20 hour. Product: NC1=C(C=CC=C1)NC(C1=CC(=NC=C1)NC(C1=CC=CC=C1)=O)=O (N-(2-aminophenyl)-2-benzamidoisonicotinamide). Yield: 54.0%. RXN SMILES: [C:1]([NH:9][C:10]1[CH:11]=[C:12]([CH:16]=[CH:17][N:18]=1)[C:13]([OH:15])=O)(=[O:8])[C:2]1[CH:7]=[CH:6][CH:5]=[CH:4][CH:3]=1.C(N(CC)C(C)C)(C)C.O[N:29]1[C:33]2[CH:34]=[CH:35][CH:36]=[CH:37][C:32]=2[N:31]=N1.Cl.C(N=C=NCCCN(C)C)C.C1(N)C=CC=CC=1N>CN(C)C=O.C(OCC)(=O)C>[NH2:29][C:33]1[CH:34]=[CH:35][CH:36]=[CH:37][C:32]=1[NH:31][C:13](=[O:15])[C:12]1[CH:16]=[CH:17][N:18]=[C:10]([NH:9][C:1](=[O:8])[C:2]2[CH:3]=[CH:4][CH:5]=[CH:6][CH:7]=2)[CH:11]=1 |f:3.4|. Reported procedure: A solution of 2-benzamidoisonicotinic acid (0.50 g, 2.06 mmol), N,N-diisopropylethylamine (1.10 mL, 6.32 mmol), 1-hydroxybenzotriazole (0.418 g, 3.09 mmol) and 1-ethyl-3-(3-dimethylaminopropyl)carbodiimide hydrochloride (0.59 g, 3.09 mmol) in N,N-dimethylformamide (25 mL) was stirred for 15 minutes at ambient temperature and 1,2-phenylenediamine (0.22 g, 2.06 mmol) was added. The resulting solution was stirred for 20 hours at ambient temperature, diluted with ethyl acetate (75 mL), washed with s... Reactants: O=C(CCCO)c1cncc(Br)c1, ClCCl. Yields the product O=CCCC(=O)c1cncc(Br)c1. As a reaction SMILES: [Br:1][c:2]1[cH:3][c:4]([C:8]([CH2:9][CH2:10][CH2:11][OH:12])=[O:13])[cH:5][n:6][cH:7]1.[Cl:14][CH2:15][Cl:16]>>[Br:1][c:2]1[cH:3][c:4]([C:8]([CH2:9][CH2:10][CH:11]=[O:12])=[O:13])[cH:5][n:6][cH:7]1.